Dataset: the Open Reaction Database (ORD), a public repository of structured organic reaction records. Task: describe an organic reaction: reactants, conditions, products, and yield Starting materials: NC1=CC=C2C(CCN(C2=C1)C(C)C)(C)C (7-Amino-1-isopropyl-4,4-dimethyl-1,2,3,4-tetrahydroquinoline), NC1=CC=C2C(CCN(C2=C1)C(C)C)(C)C (7-Amino-1-isopropyl-4,4-dimethyl-1,2,3,4-tetrahydroquinoline), CC(C)(C)[O-].[Na+] (NaOtBu), IC1=C(C(=O)OCC)C=CC=C1 (ethyl iodobenzoate). Reagents/catalysts: C=1C=CC(=CC1)P(C=2C=CC=CC2)C3=CC=C4C=CC=CC4=C3C5=C6C=CC=CC6=CC=C5P(C=7C=CC=CC7)C=8C=CC=CC8 (BINAP). Run in C1(=CC=CC=C1)C (toluene). Run at temperature 80 celsius, time 3 day. The product is C(C)(C)N1CCC(C2=CC=C(C=C12)NC1=CC=C(C(=O)OCC)C=C1)(C)C (Ethyl 4-[(1-isopropyl-4,4-dimethyl-1,2,3,4-tetrahydroquinolin-7-yl)amino]benzoate). Isolated yield 41.4%. As a reaction SMILES: [NH2:1][C:2]1[CH:11]=[C:10]2[C:5]([C:6]([CH3:16])([CH3:15])[CH2:7][CH2:8][N:9]2[CH:12]([CH3:14])[CH3:13])=[CH:4][CH:3]=1.CC([O-])(C)C.[Na+].I[C:24]1[CH:34]=[CH:33][CH:32]=[CH:31][C:25]=1[C:26]([O:28][CH2:29][CH3:30])=[O:27]>C1C=CC(P(C2C(C3C(P(C4C=CC=CC=4)C4C=CC=CC=4)=CC=C4C=3C=CC=C4)=C3C(C=CC=C3)=CC=2)C2C=CC=CC=2)=CC=1.C1(C)C=CC=CC=1>[CH:12]([N:9]1[C:10]2[C:5](=[CH:4][CH:3]=[C:2]([NH:1][C:33]3[CH:32]=[CH:31][C:25]([C:26]([O:28][CH2:29][CH3:30])=[O:27])=[CH:24][CH:34]=3)[CH:11]=2)[C:6]([CH3:15])([CH3:16])[CH2:7][CH2:8]1)([CH3:13])[CH3:14] |f:1.2|. Procedure: 7-Amino-1-isopropyl-4,4-dimethyl-1,2,3,4-tetrahydroquinoline (Compound 33, 130 mg, 0.5954 mmol) was placed into the round bottom flask charged with argon and Pd2 (dab)3 (1.363 mg, 0.25 mol %), and BINAP (2.78 mg, 0.75 mol %) were added, followed by addition of NaOtBu (80.11 mg, 0.8335 mmol), ethyl iodobenzoate (230 mg, 0.8335 mmol) and toluene (3 mL). The resulting mixture was stirred at 80° C. for 3 days, cooled to room temperature, and filtered through Celite. The filtrate was concentrated und... Reactants: OCC(C(C(C(C(C(C(C(COC1(C(C(=C(C(=O)C2=CC=CC=C2)C(=C1F)F)F)F)F)(F)F)(F)F)(F)F)(F)F)(F)F)(F)F)(F)F)(F)F (4-(10-Hydroxy-2,2,3,3,4,4,5,5,6,6,7,7,8,8,9,9-hexadecafluorodecyloxy)-2,3,4,5,6-pentafluorobenzophenone), [N+](=O)([O-])C1=C(C=CC(=C1)[N+](=O)[O-])Cl (2,4-dinitrochlorobenzene). Run in CN1CCCC1=O (NMP). Yields the product [N+](=O)([O-])C1=C(OCC(C(C(C(C(C(C(C(COC2(C(C(=C(C(=O)C3=CC=CC=C3)C(=C2F)F)F)F)F)(F)F)(F)F)(F)F)(F)F)(F)F)(F)F)(F)F)(F)F)C=CC(=C1)[N+](=O)[O-] (4-[10-(2,4-dinitrophenoxy)-2,2,3,3,4,4,5,5,6,6,7,7,8,8,9,9-hexadecafluorodecyloxy]-2,3,4,5,6-pentafluorobenzophenone). As a reaction SMILES: [OH:1][CH2:2][C:3]([F:47])([F:46])[C:4]([F:45])([F:44])[C:5]([F:43])([F:42])[C:6]([F:41])([F:40])[C:7]([F:39])([F:38])[C:8]([F:37])([F:36])[C:9]([F:35])([F:34])[C:10]([F:33])([F:32])[CH2:11][O:12][C:13]1([F:31])[C:26]([F:27])=[C:25]([F:28])[C:16]([C:17]([C:19]2[CH:24]=[CH:23][CH:22]=[CH:21][CH:20]=2)=[O:18])=[C:15]([F:29])[CH:14]1[F:30].[N+:48]([C:51]1[CH:56]=[C:55]([N+:57]([O-:59])=[O:58])[CH:54]=[CH:53][C:52]=1Cl)([O-:50])=[O:49]>CN1C(=O)CCC1>[N+:48]([C:51]1[CH:56]=[C:55]([N+:57]([O-:59])=[O:58])[CH:54]=[CH:53][C:52]=1[O:1][CH2:2][C:3]([F:46])([F:47])[C:4]([F:44])([F:45])[C:5]([F:42])([F:43])[C:6]([F:40])([F:41])[C:7]([F:38])([F:39])[C:8]([F:36])([F:37])[C:9]([F:34])([F:35])[C:10]([F:32])([F:33])[CH2:11][O:12][C:13]1([F:31])[C:14]([F:30])=[C:15]([F:29])[C:16]([C:17]([C:19]2[CH:24]=[CH:23][CH:22]=[CH:21][CH:20]=2)=[O:18])=[C:25]([F:28])[CH:26]1[F:27])([O-:50])=[O:49]. Reported procedure: A solution of 4-(10-Hydroxy-2,2,3,3,4,4,5,5,6,6,7,7,8,8,9,9-hexadecafluorodecyloxy)-2,3,4,5,6-pentafluorobenzophenone(7.14 g), 2,4-dinitrochlorobenzene (2.42 g) potassium carbonate (2.76 g) and NMP (15 mL) is heated to 75-80° C. for 24 hrs. The solution is further processed as described in example 2 to give 4-[10-(2,4-dinitrophenoxy)-2,2,3,3,4,4,5,5,6,6,7,7,8,8,9,9-hexadecafluorodecyloxy]-2,3,4,5,6-pentafluorobenzophenone. Starting materials: CN(C)CCN(C)C (TMEDA), C(C)(C)N(C(OC)=O)C(C)C (methyl N,N-diisopropylcarbamate), C(C(C)C)=O (isobutyraldehyde), Cl (hydrochloric acid), [Li]C(C)CC (sec-BuLi). Run in C1CCOC1 (THF), CCOCC (ether). Reaction conditions: time 1 hour. Yields the product C(C)(C)N(C(OCC(C(C)C)O)=O)C(C)C (rac-(2-Hydroxy-3-methylbutyl) N,N-diisopropylcarbamate). Reaction SMILES: [CH:1]([N:4]([CH:9]([CH3:11])[CH3:10])[C:5](=[O:8])[O:6][CH3:7])([CH3:3])[CH3:2].CN(CCN(C)C)C.[Li]C(CC)C.[CH:25](=[O:29])[CH:26]([CH3:28])[CH3:27].Cl>C1COCC1.CCOCC>[CH:9]([N:4]([CH:1]([CH3:3])[CH3:2])[C:5](=[O:8])[O:6][CH2:7][CH:25]([OH:29])[CH:26]([CH3:28])[CH3:27])([CH3:11])[CH3:10]. Procedure details: 478 mg (3 mmol) of methyl N,N-diisopropylcarbamate are lithiated with 392 mg (3.3 mmol) of TMEDA in 4 ml of THF at -78° C. using 3.3 mmol of sec-BuLi. After 1 h, the reaction mixture is treated with 144 mg (2 mmol) of isobutyraldehyde and stirred for 21 h. The reaction mixture is then treated at -78° C. with 10 ml of 2N hydrochloric acid and 10 ml of ether and the mixture is warmed to room temperature. The phases are separated, the aqueous phase is extracted twice with ether and the combined org... Starting materials: [BH4-], C1CCOC1, COC(=O)C1CC(=O)N(Cc2ccccc2)C1, CC(=O)O, [Li+]. Yields the product O=C1CC(CO)CN1Cc1ccccc1. As a reaction SMILES: [BH4-:1].[CH2:24]1[O:25][CH2:26][CH2:27][CH2:28]1.[CH2:3]([c:4]1[cH:5][cH:6][cH:7][cH:8][cH:9]1)[N:10]1[CH2:11][CH:12]([C:16](=[O:17])[O:18][CH3:19])[CH2:13][C:14]1=[O:15].[CH3:20][C:21](=[O:22])[OH:23].[Li+:2]>>[CH2:3]([c:4]1[cH:5][cH:6][cH:7][cH:8][cH:9]1)[N:10]1[CH2:11][CH:12]([CH2:16][OH:17])[CH2:13][C:14]1=[O:15]. Starting materials: FC=1C=C(COC=2C=CC(=NC2)CO)C=CC1 ([5-(3-fluoro-benzyloxy)-pyridin-2-yl]-methanol). The reagents and catalysts are O=[Mn]=O (MnO2). Run in C(Cl)(Cl)Cl (chloroform). Product: FC=1C=C(COC=2C=CC(=NC2)C=O)C=CC1 (5-(3-Fluoro-benzyloxy)-pyridine-2-carbaldehyde). Yield: 79.6%. Reaction SMILES: [F:1][C:2]1[CH:3]=[C:4]([CH:15]=[CH:16][CH:17]=1)[CH2:5][O:6][C:7]1[CH:8]=[CH:9][C:10]([CH2:13][OH:14])=[N:11][CH:12]=1>O=[Mn]=O.C(Cl)(Cl)Cl>[F:1][C:2]1[CH:3]=[C:4]([CH:15]=[CH:16][CH:17]=1)[CH2:5][O:6][C:7]1[CH:8]=[CH:9][C:10]([CH:13]=[O:14])=[N:11][CH:12]=1. Procedure details: A mixture of [5-(3-fluoro-benzyloxy)-pyridin-2-yl]-methanol (3.8 g, 16.3 mmol), MnO2 (12 g, 138 mmol) and chloroform (50 ml) was heated under reflux for 30 min. The dark solids were then removed by filtration over celite. The filtrate was evaporated and the residue purified by chromatography (SiO2, AcOEt-hexanes 1:1) to afford the title compound (3.0 g, 80%) as a light yellow oil with solidified on standing. MS: m/e=232.2 (M+H+). The reactants are BrC1=C2C3=C(NC2=C(C=C1)F)C(OCC3)(CCC)CCO (2-(5-bromo-8-fluoro-1-propyl-1,3,4,9-tetrahydro-pyrano[3,4-b]indol-1-yl)-ethanol), N1C=NC=C1 (imidazole), [Si](C)(C)(C(C)(C)C)Cl (tert-butyldimethylsilyl chloride). The solvent is CN(C)C=O (DMF), CCOC(=O)C (EtOAc). Run at time 8 hour. Product: BrC1=C2C3=C(NC2=C(C=C1)F)C(OCC3)(CCC)CCO[Si](C)(C)C(C)(C)C (5-Bromo-1-[2-(tert-butyl-dimethyl-silanyloxy)-ethyl]-8-fluoro-1-propyl-1,3,4,9-tetrahydro-pyrano[3,4-b]indole). The yield is 97.0%. RXN SMILES: [Br:1][C:2]1[CH:10]=[CH:9][C:8]([F:11])=[C:7]2[C:3]=1[C:4]1[CH2:15][CH2:14][O:13][C:12]([CH2:19][CH2:20][OH:21])([CH2:16][CH2:17][CH3:18])[C:5]=1[NH:6]2.N1C=CN=C1.[Si:27](Cl)([C:30]([CH3:33])([CH3:32])[CH3:31])([CH3:29])[CH3:28]>CN(C=O)C.CCOC(C)=O>[Br:1][C:2]1[CH:10]=[CH:9][C:8]([F:11])=[C:7]2[C:3]=1[C:4]1[CH2:15][CH2:14][O:13][C:12]([CH2:19][CH2:20][O:21][Si:27]([C:30]([CH3:33])([CH3:32])[CH3:31])([CH3:29])[CH3:28])([CH2:16][CH2:17][CH3:18])[C:5]=1[NH:6]2. Procedure details: To a solution of (5-bromo-8-fluoro-1-propyl-1,3,4,9-tetrahydro-pyrano[3,4-b]indol-1-yl)-acid ethyl ester (2.0 g, 5.02 mmol) in THF (10 mL) was added LAH (5.27 mL of 1.0 M in THF, 5.27 mmol) slowly at room temperature. The mixture was stirred for 30 minutes at room temperature. The reaction mixture was quenched by the addition of H2O (0.5 mL) and then 10% NaOH (0.5 mL) was added to the mixture. Na2SO4 was added to the mixture and the resulting mixture was filtered. The filtrate was concentrated t... Reactants: FC1=CC(=C(C#N)C=C1)C(F)(F)F (4-fluoro-2-(trifluoromethyl)benzonitrile), N[C@@H](C(=O)O)C(C)(C)O ((R)-2-amino-3-hydroxy-3-methylbutanoic acid), C(=O)([O-])[O-].[K+].[K+] (K2CO3). The solvent is CS(=O)C (DMSO). Reaction conditions: temperature 85 celsius, time 96 hour. The product is C(#N)C1=C(C=C(C=C1)N[C@@H](C(=O)O)C(C)(C)C)C(F)(F)F ((R)-2-(4-cyano-3-(trifluoromethyl)phenylamino)-3,3-dimethylbutanoic acid). Isolated yield 98.4%. As a reaction SMILES: F[C:2]1[CH:9]=[CH:8][C:5]([C:6]#[N:7])=[C:4]([C:10]([F:13])([F:12])[F:11])[CH:3]=1.[NH2:14][C@H:15]([C:19](O)([CH3:21])[CH3:20])[C:16]([OH:18])=[O:17].[C:23]([O-])([O-])=O.[K+].[K+]>CS(C)=O>[C:6]([C:5]1[CH:8]=[CH:9][C:2]([NH:14][C@H:15]([C:19]([CH3:21])([CH3:23])[CH3:20])[C:16]([OH:18])=[O:17])=[CH:3][C:4]=1[C:10]([F:13])([F:12])[F:11])#[N:7] |f:2.3.4|. Procedure details: 4-fluoro-2-(trifluoromethyl)benzonitrile (7.10 g, 37.55 mmol) was mixed together with (R)-2-amino-3-hydroxy-3-methylbutanoic acid (5 g, 37.55 mmol) in DMSO (220 mL). K2CO3 (15.57 g, 112.65 mmol) was added to the reaction mixture and the reaction mixture stirred at 85° C. for 96 h. The reaction mixture was allowed to cool to room temperature and quenched with H2O (40 mL) and extracted with EtOAc (2×80 mL). The aqueous layer was then acidified with solid citric acid and extracted with EtOAc (2×80 ...